Dataset: the Open Reaction Database (ORD), a public repository of structured organic reaction records. Task: describe an organic reaction: reactants, conditions, products, and yield The reactants are C(C)(C)N(C(C)C)CC (N,N-Diisopropylethylamine), C(C(C)C)OC1CCNCC1 (4-Isobutoxy-piperidine), ClS(=O)(=O)C=1C=C(C(=O)O)C=CC1 (3-(Chlorosulfonyl)benzoic acid). Solvent: C1CCOC1 (THF). Conditions: time 48 hour. The product is C(C(C)C)OC1CCN(CC1)S(=O)(=O)C=1C=C(C(=O)O)C=CC1 (3-(4-Isobutoxy-piperidine-1-sulfonyl)-benzoic acid). RXN SMILES: C(N(CC)C(C)C)(C)C.[CH2:10]([O:14][CH:15]1[CH2:20][CH2:19][NH:18][CH2:17][CH2:16]1)[CH:11]([CH3:13])[CH3:12].Cl[S:22]([C:25]1[CH:26]=[C:27]([CH:31]=[CH:32][CH:33]=1)[C:28]([OH:30])=[O:29])(=[O:24])=[O:23]>C1COCC1>[CH2:10]([O:14][CH:15]1[CH2:20][CH2:19][N:18]([S:22]([C:25]2[CH:26]=[C:27]([CH:31]=[CH:32][CH:33]=2)[C:28]([OH:30])=[O:29])(=[O:24])=[O:23])[CH2:17][CH2:16]1)[CH:11]([CH3:13])[CH3:12]. Reported procedure: A solution of N,N-Diisopropylethylamine (0.0078 ml, 0.045 mmol) in THF (1 ml) is added to 4-Isobutoxy-piperidine (0.008 g, 0.05 mmol) followed by a solution of 3-(Chlorosulfonyl)benzoic acid (9.93 mg, 0.045 mmol) and shaken at room temperature for 48 hours. The solution is evaporated under vacuum to afford 3-(4-Isobutoxy-piperidine-1-sulfonyl)-benzoic acid which is used without purification; [M+H]+ 342.00